From a dataset of the Open Reaction Database (ORD), a public repository of structured organic reaction records. describe an organic reaction: reactants, conditions, products, and yield Reactants: FC=1C=CC(=C(N(C=O)C)C1)C(CS(=O)(=O)C)=O (5'-fluoro-N-methyl-2'-methylsulphonylacetylformanilide), CCCCCC (hexane). Run in N1=CC=CC=C1 (pyridine). Reaction conditions: time 3 day. Yields the product FC1=CC=C2C(C(=CN(C2=C1)C)S(=O)(=O)C)=O (7-fluoro-1-methyl-3-methylsulphonyl-4-quinolone). RXN SMILES: [F:1][C:2]1[CH:3]=[CH:4][C:5]([C:12](=[O:18])[CH2:13][S:14]([CH3:17])(=[O:16])=[O:15])=[C:6]([CH:11]=1)[N:7]([CH3:10])[CH:8]=O.CCCCCC>N1C=CC=CC=1>[F:1][C:2]1[CH:11]=[C:6]2[C:5]([C:12](=[O:18])[C:13]([S:14]([CH3:17])(=[O:16])=[O:15])=[CH:8][N:7]2[CH3:10])=[CH:4][CH:3]=1. Reported procedure: A solution of 5'-fluoro-N-methyl-2'-methylsulphonylacetylformanilide (0.85 g), prepared in a similar manner to that described in Example 11, in pyridine (85 ml) was stirred at ambient temperature for 3 days. The mixture was added to hexane (180 ml) and the solid collected by filtration was dried at 50° in vacuo to give 7-fluoro-1-methyl-3-methylsulphonyl-4-quinolone, m.p.234°-235° (0.49 g). The reactants are BrCCCl (1-bromo-2-chloroethane), [N+](=O)([O-])C=1C=C(C=CC1)O (3-nitrophenol), C(=O)([O-])[O-].[K+].[K+] (K2CO3). Run in CCOC(=O)C (EtOAc), O (water), CC(CC)=O (2-butanone). Reaction conditions: time 24 hour. Product: [N+](=O)([O-])C=1C=C(C=CC1)OCCCl (2-chloroethyl 3-nitrophenyl ether). The yield is 58.1%. RXN SMILES: [N+:1]([C:4]1[CH:5]=[C:6]([OH:10])[CH:7]=[CH:8][CH:9]=1)([O-:3])=[O:2].C([O-])([O-])=O.[K+].[K+].Br[CH2:18][CH2:19][Cl:20]>CC(=O)CC.CCOC(C)=O.O>[N+:1]([C:4]1[CH:5]=[C:6]([O:10][CH2:18][CH2:19][Cl:20])[CH:7]=[CH:8][CH:9]=1)([O-:3])=[O:2] |f:1.2.3|. Procedure: To a mixture of 3-nitrophenol (5.0 g, 36 mmol) and K2CO3 (7.45 g, 54 mmol), in 2-butanone at 85° C. was added 1-bromo-2-chloroethane (1.7 mL, 71.9 mmol) and the reaction stirred for 24 h. The mixture was cooled to rt and reduced in vacuo. The crude was diluted with EtOAc (200 mL) and water (200 mL) and separated. The aqueous layer was extracted twice with EtOAc (200 mL), the organics were pooled, dried over MgSO4 and reduced in vacuo onto silica gel. Purification was achieved via column chromato... Reactants: S(=O)(=O)(C(F)(F)F)OS(=O)(=O)C(F)(F)F (Triflic anhydride), FC(CO)(CN1C(C=2C(C1=O)=CC=CC2)=O)F (2,2-difluoro-3-phthalimido-1-propanol), N1=CC=CC=C1 (pyridine). The solvent is ClCCl (dichloromethane). Reaction conditions: temperature 0 celsius, time 1 hour. Product: FC(S(=O)(=O)OCC(CN1C(C=2C(C1=O)=CC=CC2)=O)(F)F)(F)F (2,2-DIFLUORO-3-PHTHALIMIDO-PROPYL TRIFLUOROMETHANE SULFONATE). As a reaction SMILES: S([O:8][S:9]([C:12]([F:15])([F:14])[F:13])(=[O:11])=[O:10])(C(F)(F)F)(=O)=O.[F:16][C:17]([F:32])([CH2:20][N:21]1[C:25](=[O:26])[C:24]2=[CH:27][CH:28]=[CH:29][CH:30]=[C:23]2[C:22]1=[O:31])[CH2:18]O.N1C=CC=CC=1>ClCCl>[F:15][C:12]([F:13])([F:14])[S:9]([O:8][CH2:18][C:17]([F:32])([F:16])[CH2:20][N:21]1[C:22](=[O:31])[C:23]2=[CH:30][CH:29]=[CH:28][CH:27]=[C:24]2[C:25]1=[O:26])(=[O:10])=[O:11]. Procedure details: Triflic anhydride (1.1 ml, 6.6 mmol) was added to a cold (0° C.) solution of 2,2-difluoro-3-phthalimido-1-propanol (1.4 g, 6 mmol), pyridine (0.5 ml, 6.6 mmol) in anhydrous dichloromethane (30 ml). The mixture was stirred 1 h at 0° C. and, after usual work-up, the product was purified by flash chromatography on silica gel (ethyl acetate:hexane; 20:80) (1.7 g, 75%). Starting materials: CSC=1N=CC2=C(N1)N(C(C=C2)=O)C=2C=C(C=CC2)NC(OC(C)(C)C)=O (tert-butyl (3-(2-(methylthio)-7-oxopyrido[2,3-d]pyrimidin-8(7H)-yl)phenyl)carbamate), FC1=C(C=C(C=C1)NC(OC(C)(C)C)=O)NC1=NC(=NC=C1C=O)SC (tert-butyl (4-fluoro-3-((5-formyl-2-(methylthio)pyrimidin-4-yl)amino)phenyl)carbamate). Yields the product FC1=C(C=C(C=C1)NC(OC(C)(C)C)=O)N1C(C=CC2=C1N=C(N=C2)SC)=O (tert-butyl (4-fluoro-3-(2-(methylthio)-7-oxopyrido[2,3-d]pyrimidin-8(7H)-yl)phenyl)carbamate). The yield is 59.0%. As a reaction SMILES: [CH3:1][S:2][C:3]1[N:4]=[CH:5][C:6]2[CH:12]=[CH:11][C:10](=[O:13])[N:9]([C:14]3[CH:15]=[C:16]([NH:20][C:21](=[O:27])[O:22][C:23]([CH3:26])([CH3:25])[CH3:24])[CH:17]=[CH:18][CH:19]=3)[C:7]=2[N:8]=1.[F:28]C1C=CC(NC(=O)OC(C)(C)C)=CC=1NC1C(C=O)=CN=C(SC)N=1>>[F:28][C:19]1[CH:18]=[CH:17][C:16]([NH:20][C:21](=[O:27])[O:22][C:23]([CH3:24])([CH3:26])[CH3:25])=[CH:15][C:14]=1[N:9]1[C:7]2[N:8]=[C:3]([S:2][CH3:1])[N:4]=[CH:5][C:6]=2[CH:12]=[CH:11][C:10]1=[O:13]. Reported procedure: This compound (270 mg, 59% yield) as a light yellow crystalline solid was prepared according to the procedures described for Intermediate 51, using tert-butyl (4-fluoro-3-((5-formyl-2-(methylthio)pyrimidin-4-yl)amino)phenyl)carbamate (58) (430 mg, 1.14 mmol) as the starting material. m/z (ESI, +ve ion) 403.0 (M+1)+. 1H NMR (400 MHz, CDCl3) δ ppm 8.64 (1H, s), 7.70 (1H, d, J=9.6 Hz), 7.55 (1H, br. s.), 7.28-7.35 (1H, m), 7.17 (1H, t, J=9.0 Hz), 6.72 (1H, d, J=9.6 Hz), 6.56 (1H, br. s.), 2.22 (3H,... The reactants are BrC=1SC=2CC3=C(C2C1)N(N=C3C3=CC=C(C=C3)OC)COCC[Si](C)(C)C (2-Bromo-6-(4-methoxy-phenyl)-4-(2-trimethylsilanyl-ethoxymethyl)-4,7-dihydro-1-thia-4,5-diaza-cyclopenta[a]pentalene), FC=1C=C(C=CC1OC)B1OC(C(O1)(C)C)(C)C (2-(3-Fluoro-4-methoxy-phenyl)-4,4,5,5-tetramethyl-[1,3,2]dioxaborolane), C(=O)([O-])[O-].[Na+].[Na+] (Na2CO3). Reagents/catalysts: Cl[Pd]([P](C1=CC=CC=C1)(C2=CC=CC=C2)C3=CC=CC=C3)([P](C4=CC=CC=C4)(C5=CC=CC=C5)C6=CC=CC=C6)Cl (Pd(PPh3)2Cl2). The solvent is C1(=CC=CC=C1)C.C(C)O (toluene ethanol). Run at temperature 100 celsius. The product is FC=1C=C(C=CC1OC)C=1SC=2CC3=C(C2C1)N(N=C3C3=CC=C(C=C3)OC)COCC[Si](C)(C)C (2-(3-Fluoro-4-methoxy-phenyl)-6-(4-methoxy-phenyl)-4-(2-trimethylsilanyl-ethoxymethyl)-4,7-dihydro-1-thia-4,5-diaza-cyclopenta[a]pentalene). The yield is 60.0%. As a reaction SMILES: Br[C:2]1[S:3][C:4]2[CH2:5][C:6]3[C:12]([C:13]4[CH:18]=[CH:17][C:16]([O:19][CH3:20])=[CH:15][CH:14]=4)=[N:11][N:10]([CH2:21][O:22][CH2:23][CH2:24][Si:25]([CH3:28])([CH3:27])[CH3:26])[C:7]=3[C:8]=2[CH:9]=1.[F:29][C:30]1[CH:31]=[C:32](B2OC(C)(C)C(C)(C)O2)[CH:33]=[CH:34][C:35]=1[O:36][CH3:37].C([O-])([O-])=O.[Na+].[Na+]>C1(C)C=CC=CC=1.C(O)C.Cl[Pd](Cl)([P](C1C=CC=CC=1)(C1C=CC=CC=1)C1C=CC=CC=1)[P](C1C=CC=CC=1)(C1C=CC=CC=1)C1C=CC=CC=1>[F:29][C:30]1[CH:31]=[C:32]([C:2]2[S:3][C:4]3[CH2:5][C:6]4[C:12]([C:13]5[CH:14]=[CH:15][C:16]([O:19][CH3:20])=[CH:17][CH:18]=5)=[N:11][N:10]([CH2:21][O:22][CH2:23][CH2:24][Si:25]([CH3:27])([CH3:26])[CH3:28])[C:7]=4[C:8]=3[CH:9]=2)[CH:33]=[CH:34][C:35]=1[O:36][CH3:37] |f:2.3.4,5.6,^1:65,84|. Procedure: A mixture of the corresponding 2-Bromo-6-(4-methoxy-phenyl)-4-(2-trimethylsilanyl-ethoxymethyl)-4,7-dihydro-1-thia-4,5-diaza-cyclopenta[a]pentalene (1.1 g, 2.3 mmol), 2-(3-Fluoro-4-methoxy-phenyl)-4,4,5,5-tetramethyl-[1,3,2]dioxaborolane (0.59 g, 3.4 mmol), Na2CO3 (2 M, 5.4 mL), and Pd(PPh3)2Cl2 (260 mg, 0.23 mmol) in toluene/ethanol (1:1, 15 mL) was heated at 100° C. for 8 hr. The solution was cooled to room temperature and extracted with ethyl acetate. The target product was purified by gravit... Reactants: C(C)(C)(C)OC1=C(C(=C(C=C1)I)F)F (4-tert-butoxy-2,3-difluoro-1-iodobenzene), [Cl-].[NH4+] (ammonium chloride), [I-].FC(=C(F)F)[Zn+] (trifluorovinyl zinc iodide). The reagents and catalysts are C=1C=CC(=CC1)[P](C=2C=CC=CC2)(C=3C=CC=CC3)[Pd]([P](C=4C=CC=CC4)(C=5C=CC=CC5)C=6C=CC=CC6)([P](C=7C=CC=CC7)(C=8C=CC=CC8)C=9C=CC=CC9)[P](C=1C=CC=CC1)(C=1C=CC=CC1)C=1C=CC=CC1 (tetrakis(triphenylphosphine)palladium(0)). Solvent: C1CCOC1 (THF), C1CCOC1 (THF). Conditions: temperature 60 celsius, time 30 minute. The product is C(C)(C)(C)OC1=C(C(=C(C(=C(F)F)F)C=C1)F)F (4-tert-butoxy-2,3-difluoro-α,β,β-trifluoro-styrene). Isolated yield 81.0%. As a reaction SMILES: [C:1]([O:5][C:6]1[CH:11]=[CH:10][C:9](I)=[C:8]([F:13])[C:7]=1[F:14])([CH3:4])([CH3:3])[CH3:2].[I-].[F:16][C:17]([Zn+])=[C:18]([F:20])[F:19].[Cl-].[NH4+]>C1C=CC([P]([Pd]([P](C2C=CC=CC=2)(C2C=CC=CC=2)C2C=CC=CC=2)([P](C2C=CC=CC=2)(C2C=CC=CC=2)C2C=CC=CC=2)[P](C2C=CC=CC=2)(C2C=CC=CC=2)C2C=CC=CC=2)(C2C=CC=CC=2)C2C=CC=CC=2)=CC=1.C1COCC1>[C:1]([O:5][C:6]1[CH:11]=[CH:10][C:9]([C:17]([F:16])=[C:18]([F:20])[F:19])=[C:8]([F:13])[C:7]=1[F:14])([CH3:4])([CH3:3])[CH3:2] |f:1.2,3.4,^1:27,29,48,67|. Procedure: A 1-liter reactor was charged with 31.2 g (0.10 mol) of 4-tert-butoxy-2,3-difluoro-1-iodobenzene and 100 ml of THF and heated at 60° C. To the reactor, 1.16 g (1 mmol) of tetrakis(triphenylphosphine)palladium(0) was added, then 300 ml of a THF solution of 1 M trifluorovinyl zinc iodide was added dropwise. After the completion of dropwise addition, the reaction solution was ripened for 30 minutes and poured into a saturated ammonium chloride aqueous solution. From the solution, a crude product wa... The reactants are FC1=C(CN2C(C(CCC2)NC(OC(C)(C)C)=O)=O)C(=CC=C1)OC (tert-butyl 1-(2-fluoro-6-methoxybenzyl)-2-oxopiperidin-3-ylcarbamate), ClCCl (dichloromethane), FC(C(=O)O)(F)F (trifluoroacetic acid). Run in C1(=CC=CC=C1)C (toluene). Run at time 1 hour. Yields the product NC1C(N(CCC1)CC1=C(C=CC=C1OC)F)=O (3-amino-1-(2-fluoro-6-methoxybenzyl)piperidin-2-one). RXN SMILES: [F:1][C:2]1[CH:23]=[CH:22][CH:21]=[C:20]([O:24][CH3:25])[C:3]=1[CH2:4][N:5]1[CH2:10][CH2:9][CH2:8][CH:7]([NH:11]C(=O)OC(C)(C)C)[C:6]1=[O:19].ClCCl.FC(F)(F)C(O)=O>C1(C)C=CC=CC=1>[NH2:11][CH:7]1[CH2:8][CH2:9][CH2:10][N:5]([CH2:4][C:3]2[C:20]([O:24][CH3:25])=[CH:21][CH:22]=[CH:23][C:2]=2[F:1])[C:6]1=[O:19]. Procedure details: The synthetic intermediate from Step 1 (329 mg, 0.934 mmol), dichloromethane (1 ml), and trifluoroacetic acid (1 ml) were combined in an open vial, and the mixture was allowed to stir for 1 hour. The mixture was then diluted with toluene (3 ml) and subsequently concentrated to dryness. Crude (3-amino-1-(2-fluoro-6-methoxybenzyl)piperidin-2-one so obtained was used in the next synthetic transformation without additional purification.